The task is: describe an organic reaction: reactants, conditions, products, and yield. This data is from the Open Reaction Database (ORD), a public repository of structured organic reaction records. Starting materials: FC1=C(C(=CC=C1)OC)[N+](=O)[O-] (1-fluoro-3-methoxy-2-nitrobenzene), COC(C1=CC(=C(C=C1)NC1CC2CCC(C1)N2C)O)=O (3-Hydroxy-4-(8-methyl-8-aza-bicyclo[3.2.1]oct-3-ylamino)-benzoic acid methyl ester), C([O-])([O-])=O.[Cs+].[Cs+] (cesium carbonate), C([O-])([O-])=O.[K+].[K+] (potassium carbonate), FC1=C(C=CC=C1)[N+](=O)[O-] (2-fluoronitrobenzene), C(=O)(C(F)(F)F)O (TFA), COC(C1=CC(=C(C=C1)NC1CC2CCC(C1)N2C)O)=O (3-hydroxy-4-(8-methyl-8-aza-bicyclo[3.2.1]oct-3-ylamino)-benzoic acid methyl ester), FC1=C(C(=CC=C1)OC)[N+](=O)[O-] (1-Fluoro-3-methoxy-2-nitrobenzene). Yields the product COC=1C=C(C#N)C=CC1NC1CC2CCC(C1)N2C (3-Methoxy-4-(8-methyl-8-aza-bicyclo[3.2.1]oct-3-ylamino)-benzonitrile), C(=O)(C(F)(F)F)O (TFA). As a reaction SMILES: [C:1]([OH:7])([C:3]([F:6])([F:5])[F:4])=[O:2].COC(=O)C1C=CC(N[CH:18]2[CH2:24][CH:23]3[N:25]([CH3:26])[CH:20]([CH2:21][CH2:22]3)[CH2:19]2)=C(O)C=1.F[C:30]1[CH:35]=[CH:34][CH:33]=[C:32]([O:36][CH3:37])[C:31]=1[N+:38]([O-])=O.FC1C=CC=C[C:43]=1[N+:48]([O-])=O.C(=O)([O-])[O-].[Cs+].[Cs+].C(=O)([O-])[O-].[K+].[K+]>>[CH3:37][O:36][C:32]1[CH:33]=[C:34]([CH:35]=[CH:30][C:31]=1[NH:38][CH:18]1[CH2:24][CH:23]2[N:25]([CH3:26])[CH:20]([CH2:21][CH2:22]2)[CH2:19]1)[C:43]#[N:48].[C:1]([OH:7])([C:3]([F:6])([F:5])[F:4])=[O:2] |f:4.5.6,7.8.9|. Reported procedure: Using an adaptation of Procedure 2, substituting 8-methyl-8-aza-bicyclo[3.2.1]oct-3-ylamine for the TFA salt of 3-hydroxy-4-(8-methyl-8-aza-bicyclo[3.2.1]oct-3-ylamino)-benzoic acid methyl ester, 1a, 1-fluoro-3-methoxy-2-nitrobenzene, 1e for 2-fluoronitrobenzene, and cesium carbonate for potassium carbonate, the title compound 3-methoxy-4-(8-methyl-8-aza-bicyclo[3.2.1]oct-3-ylamino)-benzonitrile, 1p was obtained as TFA salt and as a mixture of endo and exo isomers after purification via reverse ...